The task is: describe an organic reaction: reactants, conditions, products, and yield. This data is from the Open Reaction Database (ORD), a public repository of structured organic reaction records. The reactants are CCOC(=O)C1CC1Cc1ccc2[nH]cc(C#N)c2c1, CO, [Li+], [OH-], O. The product is N#Cc1c[nH]c2ccc(CC3CC3C(=O)O)cc12. Reaction SMILES: [CH2:1]([CH3:2])[O:3][C:4](=[O:5])[CH:6]1[CH:7]([CH2:9][c:10]2[cH:11][c:12]3[c:13]([C:19]#[N:20])[cH:14][nH:15][c:16]3[cH:17][cH:18]2)[CH2:8]1.[CH3:24][OH:25].[Li+:23].[OH-:22].[OH2:21]>>[O:3]=[C:4]([OH:5])[CH:6]1[CH:7]([CH2:9][c:10]2[cH:11][c:12]3[c:13]([C:19]#[N:20])[cH:14][nH:15][c:16]3[cH:17][cH:18]2)[CH2:8]1. The reactants are [Br-], O=C(Nc1nc2ccc(F)cn2c1Br)C(F)(F)F, [Zn+]C1CC1, C1CCOC1, c1ccc(P(c2ccccc2)(c2ccccc2)[Pd](P(c2ccccc2)(c2ccccc2)c2ccccc2)(P(c2ccccc2)(c2ccccc2)c2ccccc2)P(c2ccccc2)(c2ccccc2)c2ccccc2)cc1. Yields the product O=C(Nc1nc2ccc(F)cn2c1C1CC1)C(F)(F)F. As a reaction SMILES: [Br-:1].[Br:6][c:7]1[c:8]([NH:17][C:18]([C:19]([F:20])([F:21])[F:22])=[O:23])[n:9][c:10]2[n:11]1[cH:12][c:13]([F:16])[cH:14][cH:15]2.[CH:2]1([Zn+:5])[CH2:3][CH2:4]1.[O:24]1[CH2:25][CH2:26][CH2:27][CH2:28]1.[cH:29]1[cH:30][cH:31][c:32]([P:33]([Pd:34]([P:35]([c:36]2[cH:37][cH:38][cH:39][cH:40][cH:41]2)([c:42]2[cH:43][cH:44][cH:45][cH:46][cH:47]2)[c:48]2[cH:49][cH:50][cH:51][cH:52][cH:53]2)([P:54]([c:55]2[cH:56][cH:57][cH:58][cH:59][cH:60]2)([c:61]2[cH:62][cH:63][cH:64][cH:65][cH:66]2)[c:67]2[cH:68][cH:69][cH:70][cH:71][cH:72]2)[P:73]([c:74]2[cH:75][cH:76][cH:77][cH:78][cH:79]2)([c:80]2[cH:81][cH:82][cH:83][cH:84][cH:85]2)[c:86]2[cH:87][cH:88][cH:89][cH:90][cH:91]2)([c:92]2[cH:93][cH:94][cH:95][cH:96][cH:97]2)[c:98]2[cH:99][cH:100][cH:101][cH:102][cH:103]2)[cH:104][cH:105]1>>[CH:2]1([c:7]2[c:8]([NH:17][C:18]([C:19]([F:20])([F:21])[F:22])=[O:23])[n:9][c:10]3[n:11]2[cH:12][c:13]([F:16])[cH:14][cH:15]3)[CH2:3][CH2:4]1.